The task is: describe an organic reaction: reactants, conditions, products, and yield. This data is from the Open Reaction Database (ORD), a public repository of structured organic reaction records. The reactants are C(#N)C1=NC=CC=C1CC#N (2-cyano-3-pyridylacetonitrile), C(C1=CC=CC=C1)[Mg]Br (benzylmagnesium bromide). The solvent is C1(=CC=CC=C1)C (toluene), O1CCCC1 (tetrahydrofuran). Product: NC=1C=C2C=CC=NC2=C(N1)CC1=CC=CC=C1 (6-Amino-8-benzyl-1,7-naphthyridine). RXN SMILES: [C:1]([C:3]1[C:8]([CH2:9][C:10]#[N:11])=[CH:7][CH:6]=[CH:5][N:4]=1)#[N:2].[CH2:12]([Mg]Br)[C:13]1[CH:18]=[CH:17][CH:16]=[CH:15][CH:14]=1>C1(C)C=CC=CC=1.O1CCCC1>[NH2:11][C:10]1[CH:9]=[C:8]2[C:3](=[C:1]([CH2:12][C:13]3[CH:18]=[CH:17][CH:16]=[CH:15][CH:14]=3)[N:2]=1)[N:4]=[CH:5][CH:6]=[CH:7]2. Procedure details: To a solution of 2-cyano-3-pyridylacetonitrile (2 g, 0.014 mol) in toluene (20 ml) is added benzylmagnesium bromide 8.4 ml, 2N in tetrahydrofuran, 0.17 mol) at ambient temperature. After 1 h the reaction is quenched with a saturated solution of ammonium chloride. The product is extracted with ethyl acetate and the organic layer washed with 2N NaOH and water. The product is purified by flash column chromatography on silica gel (10:3 toluene/acetone) affording the title compound. Mass M+H 236; mp ... Reactants: ClC1=C(C=C(S1)C(=O)OC)[N+](=O)[O-] (methyl 5-chloro-4-nitrothiophene-2-carboxylate), ClC1=C(C(=CC=C1)Cl)S (2,6-dichlorothiophenol). Product: ClC1=C(C(=CC=C1)Cl)SC1=C(C=C(S1)C(=O)OC)[N+](=O)[O-] (Methyl 5-((2,6-dichlorophenyl)thio)-4-nitrothiophene-2-carboxylate), solid. Yield: 67.0%. Reaction SMILES: Cl[C:2]1[S:6][C:5]([C:7]([O:9][CH3:10])=[O:8])=[CH:4][C:3]=1[N+:11]([O-:13])=[O:12].[Cl:14][C:15]1[CH:20]=[CH:19][CH:18]=[C:17]([Cl:21])[C:16]=1[SH:22]>>[Cl:14][C:15]1[CH:20]=[CH:19][CH:18]=[C:17]([Cl:21])[C:16]=1[S:22][C:2]1[S:6][C:5]([C:7]([O:9][CH3:10])=[O:8])=[CH:4][C:3]=1[N+:11]([O-:13])=[O:12]. Procedure: Prepared according to the procedure described for step A of example 18 from methyl 5-chloro-4-nitrothiophene-2-carboxylate (5 g, 22.7 mmol) and 2,6-dichlorothiophenol (4.4 g, 24.8 mmol), The titled product was obtained as an off-white solid (5.5 g, 67% yield). 1H NMR (400 MHz, d6-DMSO) δ: 8.17 (1H, s), 7.83 (2H, m), 7.62 (1H, m), 3.77 (3H, s). MS m/z: 363.92, 365.93 [M+H]+. Reaction SMILES: [CH2:1]([O:8][C:9]1[CH:10]=[C:11]2[C:16](=[CH:17][C:18]=1[O:19][CH3:20])[CH2:15][N:14](C(=O)C)[CH:13]([CH3:24])[CH2:12]2)[C:2]1[CH:7]=[CH:6][CH:5]=[CH:4][CH:3]=1.[OH-].[Na+]>CCO>[CH2:1]([O:8][C:9]1[CH:10]=[C:11]2[C:16](=[CH:17][C:18]=1[O:19][CH3:20])[CH2:15][NH:14][CH:13]([CH3:24])[CH2:12]2)[C:2]1[CH:7]=[CH:6][CH:5]=[CH:4][CH:3]=1 |f:1.2|. Isolated yield 46.6%. Reactants: C(C1=CC=CC=C1)OC=1C=C2CC(N(CC2=CC1OC)C(C)=O)C (1-(6-(Benzyloxy)-3,4-dihydro-7-methoxy-3-methylisoquinolin-2(1H)-yl)ethanone), [OH-].[Na+] (NaOH), [OH-].[Na+] (NaOH). Reaction conditions: time 24 hour. Yields the product C(C1=CC=CC=C1)OC=1C=C2CC(NCC2=CC1OC)C (6-(Benzyloxy)-1,2,3,4-tetrahydro-7-methoxy-3-methylisoquinoline). Run in CCO (EtOH). Procedure: A solution of 212 (2.1 g, 6.5 mmol) in EtOH (60 ml) with 10% NaOH (15 ml) was heated under reflux for 20 h. A further 15 ml of 10% NaOH was added and heating continued for another 24 h. The reaction mixture was cooled to rt and concentrated to remove the EtOH. Chloroform (30 ml) was added, the layers separated and the aqueous layers extracted with chloroform (3×). The combined organic layers were dried (MgSO4) and concentrated in vacuo to afford an orange oil. Purification by flash column chroma...